Dataset: the Open Reaction Database (ORD), a public repository of structured organic reaction records. Task: describe an organic reaction: reactants, conditions, products, and yield As a reaction SMILES: [Br:20][CH2:21][CH2:22][O:23][c:24]1[c:25]2[cH:26][cH:27][c:28]([CH3:35])[n:29][c:30]2[cH:31][c:32]([Cl:34])[cH:33]1.[CH3:1][N:2]1[C:3](=[O:19])[CH2:4][O:5][c:6]2[c:7]1[cH:8][cH:9][cH:10][c:11]2[CH2:12][CH:13]1[CH2:14][CH2:15][NH:16][CH2:17][CH2:18]1>>[CH3:1][N:2]1[C:3](=[O:19])[CH2:4][O:5][c:6]2[c:7]1[cH:8][cH:9][cH:10][c:11]2[CH2:12][CH:13]1[CH2:14][CH2:15][N:16]([CH2:21][CH2:22][O:23][c:24]2[c:25]3[cH:26][cH:27][c:28]([CH3:35])[n:29][c:30]3[cH:31][c:32]([Cl:34])[cH:33]2)[CH2:17][CH2:18]1. Reactants: Cc1ccc2c(OCCBr)cc(Cl)cc2n1, CN1C(=O)COc2c(CC3CCNCC3)cccc21. Yields the product Cc1ccc2c(OCCN3CCC(Cc4cccc5c4OCC(=O)N5C)CC3)cc(Cl)cc2n1.